The task is: describe an organic reaction: reactants, conditions, products, and yield. This data is from the Open Reaction Database (ORD), a public repository of structured organic reaction records. The reactants are BrCc1ccc(-c2ccccc2-c2nnnn2C(c2ccccc2)(c2ccccc2)c2ccccc2)cc1, O=C([O-])[O-], C1CCOC1, [K+], [K+], CC(N)CO, O. Yields the product CC(CO)NCc1ccc(-c2ccccc2-c2nnnn2C(c2ccccc2)(c2ccccc2)c2ccccc2)cc1. Reaction SMILES: [Br:1][CH2:2][c:3]1[cH:4][cH:5][c:6](-[c:9]2[c:10](-[c:15]3[n:16][n:17][n:18][n:19]3[C:20]([c:21]3[cH:22][cH:23][cH:24][cH:25][cH:26]3)([c:27]3[cH:28][cH:29][cH:30][cH:31][cH:32]3)[c:33]3[cH:34][cH:35][cH:36][cH:37][cH:38]3)[cH:11][cH:12][cH:13][cH:14]2)[cH:7][cH:8]1.[C:44](=[O:45])([O-:46])[O-:47].[CH2:51]1[O:52][CH2:53][CH2:54][CH2:55]1.[K+:48].[K+:49].[NH2:39][CH:40]([CH2:41][OH:42])[CH3:43].[OH2:50]>>[CH2:2]([c:3]1[cH:4][cH:5][c:6](-[c:9]2[c:10](-[c:15]3[n:16][n:17][n:18][n:19]3[C:20]([c:21]3[cH:22][cH:23][cH:24][cH:25][cH:26]3)([c:27]3[cH:28][cH:29][cH:30][cH:31][cH:32]3)[c:33]3[cH:34][cH:35][cH:36][cH:37][cH:38]3)[cH:11][cH:12][cH:13][cH:14]2)[cH:7][cH:8]1)[NH:39][CH:40]([CH2:41][OH:42])[CH3:43]. Starting materials: CCOC(OCC)N(C)C, CC1(C)CCC(=O)c2ccccc21. Yields the product CN(C)C=C1CC(C)(C)c2ccccc2C1=O. Reaction SMILES: [CH2:14]([O:15][CH:17]([O:16][CH2:21][CH3:22])[N:18]([CH3:19])[CH3:20])[CH3:23].[CH3:1][C:2]1([CH3:13])[CH2:3][CH2:4][C:5](=[O:12])[c:6]2[cH:7][cH:8][cH:9][cH:10][c:11]21>>[CH3:1][C:2]1([CH3:13])[CH2:3][C:4](=[CH:17][N:18]([CH3:19])[CH3:20])[C:5](=[O:12])[c:6]2[cH:7][cH:8][cH:9][cH:10][c:11]21. The reactants are intermediate 10, C(#N)C(C(=O)OC)C1(CCOC2(C1)CCCCC2)C2=CC=C(C=C2)F (methyl 2-cyano-2-[4-(4-fluorophenyl)-1-oxaspiro[5.5]undecan-4-yl]acetate), C(#N)C(C(=O)OC)C1(CCOC2(CCCC2)C1)C1=CC=C(C=C1)F (methyl 2-cyano-2-[9-(4-fluorophenyl)-6-oxaspiro[4.5]decan-9-yl]acetate), FC1=CC=C(C=C1)C1(CCOC2(C1)CCCCC2)CC#N (2-[4-(4-fluorophenyl)-1-oxaspiro[5.5]undecan-4-yl]acetonitrile). Product: FC1=CC=C(C=C1)[C@@]1(CCOC2(CCCC2)C1)CC#N (2-[(9R)-9-(4-fluorophenyl)-6-oxaspiro[4.5]decan-9-yl]acetonitrile). Reaction SMILES: [C:1]([CH:3]([C:8]1([C:19]2[CH:24]=[CH:23][C:22]([F:25])=[CH:21][CH:20]=2)[CH2:13][C:12]2([CH2:18][CH2:17][CH2:16]C[CH2:14]2)[O:11][CH2:10][CH2:9]1)C(OC)=O)#[N:2].C(C(C1(C2C=CC(F)=CC=2)CC2(CCCC2)OCC1)C(OC)=O)#N.FC1C=CC(C2(CC#N)CC3(CCCCC3)OCC2)=CC=1>>[F:25][C:22]1[CH:21]=[CH:20][C:19]([C@@:8]2([CH2:3][C:1]#[N:2])[CH2:13][C:12]3([CH2:14][CH2:16][CH2:17][CH2:18]3)[O:11][CH2:10][CH2:9]2)=[CH:24][CH:23]=1. Reported procedure: By the procedure described in the preparation of intermediate 10 substituting methyl 2-cyano-2-[4-(4-fluorophenyl)-1-oxaspiro[5.5]undecan-4-yl]acetate for methyl 2-cyano-2-[9-(4-fluorophenyl)-6-oxaspiro[4.5]decan-9-yl]acetate, 2-[4-(4-fluorophenyl)-1-oxaspiro[5.5]undecan-4-yl]acetonitrile was prepared (m/z 287.2 [M+H]+ observed). Starting materials: CCCC(=O)C1(c2ccc(Cl)cc2)CCC1, NC=O, O=CO. The product is CCCC(NC=O)C1(c2ccc(Cl)cc2)CCC1. Reaction SMILES: [C:1]([CH2:2][CH2:3][CH3:4])(=[O:5])[C:6]1([c:10]2[cH:11][cH:12][c:13]([Cl:16])[cH:14][cH:15]2)[CH2:7][CH2:8][CH2:9]1.[CH:17](=[O:18])[NH2:19].[CH:20]([OH:21])=[O:22]>>[CH:1]([CH2:2][CH2:3][CH3:4])([C:6]1([c:10]2[cH:11][cH:12][c:13]([Cl:16])[cH:14][cH:15]2)[CH2:7][CH2:8][CH2:9]1)[NH:19][CH:17]=[O:18]. Starting materials: C1(CCCC1)C1(OC(CC(C1)=O)=O)CCC1=CC(=C(C=C1)C(C#N)(C)C)F (2-{4-[2-(2-cyclopentyl-4,6-dioxotetrahydro-2H-pyran-2-yl)ethyl]-2-fluorophenyl}-2-methylpropanenitrile), C1CCC2=NCCCN2CC1 (DBU). Conditions: temperature 0 celsius, time 1 hour. Product: C1(CCCC1)C1(OC(C=C(C1)OC)=O)CCC1=CC(=C(C=C1)C(C#N)(C)C)F (2-{4-[2-(2-Cyclopentyl-4-methoxy-6-oxo-3,6-dihydro-2H-pyran-2-yl)-ethyl]-2-fluoro-phenyl}-2-methyl-propionitrile). The yield is 40.2%. Reaction SMILES: [CH:1]1([C:6]2([CH2:14][CH2:15][C:16]3[CH:21]=[CH:20][C:19]([C:22]([CH3:26])([CH3:25])[C:23]#[N:24])=[C:18]([F:27])[CH:17]=3)[CH2:11][C:10](=[O:12])[CH2:9][C:8](=[O:13])[O:7]2)[CH2:5][CH2:4][CH2:3][CH2:2]1.[CH2:28]1CCN2C(=NCCC2)CC1>>[CH:1]1([C:6]2([CH2:14][CH2:15][C:16]3[CH:21]=[CH:20][C:19]([C:22]([CH3:25])([CH3:26])[C:23]#[N:24])=[C:18]([F:27])[CH:17]=3)[CH2:11][C:10]([O:12][CH3:28])=[CH:9][C:8](=[O:13])[O:7]2)[CH2:5][CH2:4][CH2:3][CH2:2]1. Reported procedure: A magnetically stirring solution of 2-{4-[2-(2-cyclopentyl-4,6-dioxotetrahydro-2H-pyran-2-yl)ethyl]-2-fluorophenyl}-2-methylpropanenitrile (− rotation, 0.15 g, 0.40 mmol) was cooled to 0° C. DBU (0.18 mL, 1.21 mmol) was added followed by Mel (0.076 mL, 1.21 mmol) and reaction was stirred at 0° C. for 1 hour. The reaction mixture was partitioned between 1N HCl and EtOAc. The layers of the resulting reaction mixture were separated and the organic layer was washed with brine (1×10 mL), then dried o...